This data is from the Open Reaction Database (ORD), a public repository of structured organic reaction records. The task is: describe an organic reaction: reactants, conditions, products, and yield The reactants are Cl.CN(CCCN=C=NCC)C (1-(3-dimethylaminopropyl)-3-ethylcarbodiimide hydrochloride), [OH-].[NH4+] (ammonium hydroxide), NC1=NC(=NC=C1C(=O)O)C1=NN(C2=NC=CC=C21)CC2=C(C=CC=C2)F (4-Amino-2-[1-(2-fluorobenzyl)-1H-pyrazolo[3,4-b]pyridin-3-yl]pyrimidine-5-carboxylic acid), ON1N=NC2=C1C=CC=C2 (1-hydroxyl-1H-benzotriazole). Solvent: CN(C)C=O (DMF), C(C)#N.O (acetonitrile water). Product: NC1=NC(=NC=C1C(=O)N)C1=NN(C2=NC=CC=C21)CC2=C(C=CC=C2)F (4-Amino-2-[1-(2-fluorobenzyl)-1H-pyrazolo[3,4-b]pyridin-3-yl]pyrimidine-5-carboxamide). Reaction SMILES: [NH2:1][C:2]1[C:7]([C:8]([OH:10])=O)=[CH:6][N:5]=[C:4]([C:11]2[C:19]3[C:14](=[N:15][CH:16]=[CH:17][CH:18]=3)[N:13]([CH2:20][C:21]3[CH:26]=[CH:25][CH:24]=[CH:23][C:22]=3[F:27])[N:12]=2)[N:3]=1.O[N:29]1C2C=CC=CC=2N=N1.Cl.CN(C)CCCN=C=NCC.[OH-].[NH4+]>CN(C=O)C.C(#N)C.O>[NH2:1][C:2]1[C:7]([C:8]([NH2:29])=[O:10])=[CH:6][N:5]=[C:4]([C:11]2[C:19]3[C:14](=[N:15][CH:16]=[CH:17][CH:18]=3)[N:13]([CH2:20][C:21]3[CH:26]=[CH:25][CH:24]=[CH:23][C:22]=3[F:27])[N:12]=2)[N:3]=1 |f:2.3,4.5,7.8|. Procedure details: 300 mg (0.82 mmol) of 4-amino-2-[1-(2-fluorobenzyl)-1H-pyrazolo[3,4-b]pyridin-3-yl]pyrimidine-5-carboxylic acid (example 102A) and 139 mg (0.91 mmol) of 1-hydroxyl-1H-benzotriazole were dissolved in 2.2 ml of DMF, and 174 mg (0.91 mmol) of 1-(3-dimethylaminopropyl)-3-ethylcarbodiimide hydrochloride were added. While cooling with ice, 140 ml (0.99 mmol) of ammonium hydroxide (28%) were added, and the mixture was reacted at room temperature overnight. 4 ml of acetonitrile/water (1/1) were added an... Reactants: FC1=CC=C(CBr)C=C1 (4-Fluorobenzyl bromide), enamine, C(C)#N (acetonitrile), C(Cl)(Cl)Cl (Chloroform), C(C)(=O)O (acetic acid), O (water), C(Cl)(Cl)Cl (chloroform). Reaction conditions: time 20 hour. The product is C(C1=CC=CC=C1)C1C(C2=CC=CC=C2CC1)=O (benzyl--tetralone). RXN SMILES: F[C:2]1[CH:9]=[CH:8][C:5]([CH2:6]Br)=[CH:4][CH:3]=1.C(Cl)(Cl)Cl.[C:14]([OH:17])(=O)[CH3:15].O.[C:19](#N)[CH3:20]>>[CH2:6]([CH:20]1[CH2:19][CH2:5][C:4]2[C:15](=[CH:8][CH:9]=[CH:2][CH:3]=2)[C:14]1=[O:17])[C:5]1[CH:8]=[CH:9][CH:2]=[CH:3][CH:4]=1. Procedure details: 4-Fluorobenzyl bromide (20.7 g, 109 mmol) was added to a solution of the enamine in acetonitrile (200 mL) which had been dried over 4A molecular sieves. This mixture was heated at reflux under nitrogen for 3 days. After cooling, the reaction mixture was concentrated in vacuo to provide a brown solid. Chloroform (25 mL), glacial acetic acid (50 mL), and water (200 mL) were added to this material and the resulting mixture was stirred at ambient temperature for 20 h. Additional chloroform was added... Starting materials: CCc1nc(C)cn1CCN, O=CCCc1ccc(C(F)(F)F)cc1. The product is CCc1nc(C)c2n1CCNC2CCc1ccc(C(F)(F)F)cc1. RXN SMILES: [CH2:1]([CH3:2])[c:3]1[n:4]([CH2:9][CH2:10][NH2:11])[cH:5][c:6]([CH3:8])[n:7]1.[F:12][C:13]([c:14]1[cH:15][cH:16][c:17]([CH2:20][CH2:21][CH:22]=[O:23])[cH:18][cH:19]1)([F:24])[F:25]>>[CH2:1]([CH3:2])[c:3]1[n:4]2[c:5]([c:6]([CH3:8])[n:7]1)[CH:22]([CH2:21][CH2:20][c:17]1[cH:16][cH:15][c:14]([C:13]([F:12])([F:24])[F:25])[cH:19][cH:18]1)[NH:11][CH2:10][CH2:9]2. The reactants are C(C)C=1C(=C2C=CN(C2=C(C1)C)S(=O)(=O)C1=CC=C(C)C=C1)C(=C)C1=NC2=C(N1)C=CC(=C2)C#N (2-(1-(5-ethyl-7-methyl-1-tosyl-1H-indol-4-yl)vinyl)-1H-benzo[d]imidazole-5-carbonitrile), [OH-].[K+] (KOH). Run in CCO (EtOH), C(Cl)Cl.FC(CO)(F)F (CH2Cl2 2,2,2-trifluoroethanol). Reaction conditions: temperature 100 celsius, time 0.5 hour. Yields the product C(C)C=1C(=C2C=CNC2=C(C1)C)C(=C)C1=NC2=C(N1)C=CC(=C2)C#N (2-(1-(5-Ethyl-7-methyl-1H-indol-4-yl)vinyl)-1H-benzo[d]imidazole-5-carbonitrile). As a reaction SMILES: [CH2:1]([C:3]1[C:4]([C:23]([C:25]2[NH:29][C:28]3[CH:30]=[CH:31][C:32]([C:34]#[N:35])=[CH:33][C:27]=3[N:26]=2)=[CH2:24])=[C:5]2[C:9](=[C:10]([CH3:12])[CH:11]=1)[N:8](S(C1C=CC(C)=CC=1)(=O)=O)[CH:7]=[CH:6]2)[CH3:2].[OH-].[K+]>CCO.C(Cl)Cl.FC(F)(F)CO>[CH2:1]([C:3]1[C:4]([C:23]([C:25]2[NH:29][C:28]3[CH:30]=[CH:31][C:32]([C:34]#[N:35])=[CH:33][C:27]=3[N:26]=2)=[CH2:24])=[C:5]2[C:9](=[C:10]([CH3:12])[CH:11]=1)[NH:8][CH:7]=[CH:6]2)[CH3:2] |f:1.2,4.5|. Procedure: A mixture of 2-(1-(5-ethyl-7-methyl-1-tosyl-1H-indol-4-yl)vinyl)-1H-benzo[d]imidazole-5-carbonitrile (79 mg, 0.164 mmol) and KOH (46.1 mg, 0.822 mmol) in EtOH (3 mL) was stirred at 100° C. for 0.5 h under the microwave irradiation. The reaction mixture was diluted with CH2Cl2/2,2,2-trifluoroethanol (c.a. 9/1). The mixture was washed with H2O, dried over Na2SO4, and filtered and concentrated. The resulting residue was purified by RP-HPLC (HC-A), then (HC-B) to give the title compound. 1H NMR (400... Starting materials: CN(C=1C(=NC2=CC=C(C=C2N1)C(=O)OC)C=1C=NN(C1)C)C(C)C (methyl 3-[methyl(propan-2-yl)amino]-2-(1-methyl-1H-pyrazol-4-yl)quinoxaline-6-carboxylate), [OH-].[Na+] (sodium hydroxide), O (water). Run in CO (methanol), C(Cl)(Cl)Cl (CHCl3). Conditions: time 8 hour. Product: CN(C=1C(=NC2=CC=C(C=C2N1)C(=O)O)C=1C=NN(C1)C)C(C)C (3-[methyl(propan-2-yl)amino]-2-(1-methyl-1H-pyrazol-4-yl)quinoxaline-6-carboxylic acid). Isolated yield 89.6%. Reaction SMILES: [CH3:1][N:2]([CH:23]([CH3:25])[CH3:24])[C:3]1[C:4]([C:17]2[CH:18]=[N:19][N:20]([CH3:22])[CH:21]=2)=[N:5][C:6]2[C:11]([N:12]=1)=[CH:10][C:9]([C:13]([O:15]C)=[O:14])=[CH:8][CH:7]=2.[OH-].[Na+].O>CO.C(Cl)(Cl)Cl>[CH3:1][N:2]([CH:23]([CH3:25])[CH3:24])[C:3]1[C:4]([C:17]2[CH:18]=[N:19][N:20]([CH3:22])[CH:21]=2)=[N:5][C:6]2[C:11]([N:12]=1)=[CH:10][C:9]([C:13]([OH:15])=[O:14])=[CH:8][CH:7]=2 |f:1.2|. Reported procedure: To a solution of methyl 3-[methyl(propan-2-yl)amino]-2-(1-methyl-1H-pyrazol-4-yl)quinoxaline-6-carboxylate (80 mg, 0.24 mmol) in methanol (20 mL) and CHCl3 (5 mL) was added sodium hydroxide (75 mg, 0.72 mmol) and water (1 mL). The resulting solution was stirred for overnight at room temperature and concentrated under vacuum. The residue was dissolved in water (15 mL) and adjusted to pH 5 with hydrochloric acid (3N). The solids were collected by filtration to afford 3-[methyl(propan-2-yl)amino]-2... The reactants are COC(=O)c1cc2c(cc1C(F)(F)F)OC(C)(C)C(=O)N2CCNC(=O)OCc1ccccc1, CCNC1CN(C(=O)OC(C)(C)C)CCC1c1ccccc1. Yields the product CCN(C(=O)c1cc2c(cc1C(F)(F)F)OC(C)(C)C(=O)N2CCNC(=O)OCc1ccccc1)C1CN(C(=O)OC(C)(C)C)CCC1c1ccccc1. As a reaction SMILES: [CH2:1]([c:2]1[cH:3][cH:4][cH:5][cH:6][cH:7]1)[O:8][C:9](=[O:10])[NH:11][CH2:12][CH2:13][N:14]1[C:15](=[O:34])[C:16]([CH3:32])([CH3:33])[O:17][c:18]2[c:19]1[cH:20][c:21]([C:28](=[O:29])[O:30][CH3:31])[c:22]([C:24]([F:25])([F:26])[F:27])[cH:23]2.[CH2:35]([CH3:36])[NH:37][CH:38]1[CH2:39][N:40]([C:50](=[O:51])[O:52][C:53]([CH3:54])([CH3:55])[CH3:56])[CH2:41][CH2:42][CH:43]1[c:44]1[cH:45][cH:46][cH:47][cH:48][cH:49]1>>[CH2:1]([c:2]1[cH:3][cH:4][cH:5][cH:6][cH:7]1)[O:8][C:9](=[O:10])[NH:11][CH2:12][CH2:13][N:14]1[C:15](=[O:34])[C:16]([CH3:32])([CH3:33])[O:17][c:18]2[c:19]1[cH:20][c:21]([C:28](=[O:29])[N:37]([CH2:35][CH3:36])[CH:38]1[CH2:39][N:40]([C:50](=[O:51])[O:52][C:53]([CH3:54])([CH3:55])[CH3:56])[CH2:41][CH2:42][CH:43]1[c:44]1[cH:45][cH:46][cH:47][cH:48][cH:49]1)[c:22]([C:24]([F:25])([F:26])[F:27])[cH:23]2. Procedure details: The high nitrogen content solid is then added to form a uniform suspension. A catalyst such as dibutyltin dilaurate is also used. The solids ammonium 5-nitraminotetrazole and triaminoguanidinium 5-nitraminotetrazole, are synthesized by known methods. Aminoguanidinium 5,5'-bitetrazole is synthesized by dissolving 5,5'-bitetrazole (12.7g) and aminoguanidinium bicarbonate (12.5g) in boiling water (160 ml). The solution is filtered while hot and the filtrate rapidly chilled in an ice bath. The produ... Reactants: C(CCCCCCCCCCC)(=O)[O-].C(CCCCCCCCCCC)(=O)[O-].C(CCC)[Sn+2]CCCC (dibutyltin dilaurate), N([N+](=O)[O-])C1=NN=NN1.[NH4+] (ammonium 5-nitraminotetrazole), N([N+](=O)[O-])C1=NN=NN1.N[NH+]=C(N(N)N)N (triaminoguanidinium 5-nitraminotetrazole), N1=NN=NC1=C1N=NN=N1 (5,5'-bitetrazole), C([O-])(O)=O.NNC(=[NH2+])N (aminoguanidinium bicarbonate). Solvent: O (water). The product is N1=NN=NC1=C1N=NN=N1.NNC(=[NH2+])N (aminoguanidinium 5,5'-bitetrazole). RXN SMILES: C([O-])(=O)CCCCCCCCC[CH2:11][CH3:12].C([O-])(=O)CCCCCCCCCCC.C([Sn+2]CCCC)CCC.N(C1[NH:46][N:45]=[N:44][N:43]=1)[N+]([O-])=O.[NH4+].N(C1[NH:56][N:55]=[N:54][N:53]=1)[N+]([O-])=O.[NH2:57][NH+:58]=[C:59]([NH2:63])[N:60](N)N.N1C(=C2N=NN=N2)N=NN=1.C(=O)(O)[O-].NNC(N)=[NH2+]>O>[N:53]1[C:11](=[C:12]2[N:43]=[N:44][N:45]=[N:46]2)[N:56]=[N:55][N:54]=1.[NH2:57][NH:58][C:59]([NH2:63])=[NH2+:60] |f:0.1.2,3.4,5.6,8.9,11.12|.